From a dataset of the Open Reaction Database (ORD), a public repository of structured organic reaction records. describe an organic reaction: reactants, conditions, products, and yield The reactants are BrC1=CC=2C3=C(C=NC2C=C1)N(C(N3C=3C(=NN(C3)C(C)C)C)=O)C (8-bromo-1-(1-isopropyl-3-methyl-1H-pyrazol-4-yl)-3-methyl-1,3-dihydro-imidazo[4,5-c]quinolin-2-one), BrC1=CC=2C3=C(C=NC2C=C1)N(C(N3C=3C(=NN(C3)C(C)C)C)=O)C (8-bromo-1-(1-isopropyl-3-methyl-1H-pyrazol-4-yl)-3-methyl-1,3-dihydro-imidazo[4,5-c]quinolin-2-one), CN1C(OCC2=C1N=CC(=C2)B2OC(C(O2)(C)C)(C)C)=O (1-methyl-6-(4,4,5,5-tetramethyl-[1,3,2]dioxaborolan-2-yl)-1,4-dihydro-pyrido[2,3-d][1,3]oxazin-2-one). Yields the product C(C)(C)N1N=C(C(=C1)N1C(N(C=2C=NC=3C=CC(=CC3C21)C2=CC1=C(N(C(OC1)=O)C)N=C2)C)=O)C (1-(1-Isopropyl-3-methyl-1H-pyrazol-4-yl)-3-methyl-8-(1-methyl-2-oxo-1,4-dihydro-2H-pyrido[2,3-d][1,3]oxazin-6-yl)-1,3-dihydro-imidazo[4,5-c]quinolin-2-one). Reaction SMILES: Br[C:2]1[CH:11]=[CH:10][C:9]2[N:8]=[CH:7][C:6]3[N:12]([CH3:25])[C:13](=[O:24])[N:14]([C:15]4[C:16]([CH3:23])=[N:17][N:18]([CH:20]([CH3:22])[CH3:21])[CH:19]=4)[C:5]=3[C:4]=2[CH:3]=1.[CH3:26][N:27]1[C:32]2[N:33]=[CH:34][C:35](B3OC(C)(C)C(C)(C)O3)=[CH:36][C:31]=2[CH2:30][O:29][C:28]1=[O:46]>>[CH:20]([N:18]1[CH:19]=[C:15]([N:14]2[C:5]3[C:4]4[CH:3]=[C:2]([C:35]5[CH:34]=[N:33][C:32]6[N:27]([CH3:26])[C:28](=[O:46])[O:29][CH2:30][C:31]=6[CH:36]=5)[CH:11]=[CH:10][C:9]=4[N:8]=[CH:7][C:6]=3[N:12]([CH3:25])[C:13]2=[O:24])[C:16]([CH3:23])=[N:17]1)([CH3:22])[CH3:21]. Procedure details: The title compound was synthesized in a similar manner as described for Example 1.1 using 8-bromo-1-(1-isopropyl-3-methyl-1H-pyrazol-4-yl)-3-methyl-1,3-dihydro-imidazo[4,5-c]quinolin-2-one (Intermediate G, 0.125 mmol) and 1-methyl-6-(4,4,5,5-tetramethyl-[1,3,2]dioxaborolan-2-yl)-1,4-dihydro-pyrido[2,3-d][1,3]oxazin-2-one (Stage 170.1.1) to give the title compound as a beige solid. (HPLC: tR 2.59 min (Method A); M+H=484 MS-ES; 1H-NMR (d6-DMSO, 400 MHz) 8.98 (s, 1H), 8.35-8.33 (m, 1H), 8.21 (s, 1H... Reactants: Cc1ncccc1Oc1ccc([N+](=O)[O-])cn1, CCO, Cl, [Na+], [OH-], Cl[Sn]Cl. The product is Cc1ncccc1Oc1ccc(N)cn1. RXN SMILES: [CH3:1][c:2]1[n:3][cH:4][cH:5][cH:6][c:7]1[O:8][c:9]1[n:10][cH:11][c:12]([N+:15]([O-:16])=[O:17])[cH:13][cH:14]1.[CH3:23][CH2:24][OH:25].[ClH:26].[Na+:22].[OH-:21].[Sn:18]([Cl:19])[Cl:20]>>[CH3:1][c:2]1[n:3][cH:4][cH:5][cH:6][c:7]1[O:8][c:9]1[n:10][cH:11][c:12]([NH2:15])[cH:13][cH:14]1. The reactants are C(C=C)Br (allyl bromide), C1(=CC=C(C=C1)S[Si](C)(C)C)C (p-tolylthio(trimethyl)silane). Solvent: C(C)#N (acetonitrile), CN(P(N(C)C)(N(C)C)=O)C (hexamethylphosphoric triamide). Run at time 20 minute. The product is C1(=CC=C(C=C1)SCC=C)C (allyl p-tolyl sulfide). The yield is 84.4%. Reaction SMILES: [CH2:1](Br)[CH:2]=[CH2:3].[C:5]1([CH3:16])[CH:10]=[CH:9][C:8]([S:11][Si](C)(C)C)=[CH:7][CH:6]=1>C(#N)C.CN(C)P(=O)(N(C)C)N(C)C>[C:5]1([CH3:16])[CH:10]=[CH:9][C:8]([S:11][CH2:3][CH:2]=[CH2:1])=[CH:7][CH:6]=1. Procedure: 5.1 ml (59 mmoles) of allyl bromide were added to a mixture of 10.04 g (51.2 mmoles) of p-tolylthio(trimethyl)silane in 20 ml of acetonitrile and 18 ml of hexamethylphosphoric triamide and the conversion was complete after stirring for 20 minutes at room temperature. The reaction mixture was treated as described in Example 3 to obtain 7.1 g (85% yield) of allyl p-tolyl sulfide boiling at 110°-111° C./14 mm Hg and having a refractive index of nD25 =1.5644. Reactants: Cn1c(Br)nc(-c2ccccc2)c1-c1nc2c(N)ncnc2s1, C[O-], CO, [Na+]. Product: COc1nc(-c2ccccc2)c(-c2nc3c(N)ncnc3s2)n1C. As a reaction SMILES: [Br:4][c:5]1[n:6]([CH3:26])[c:7](-[c:16]2[s:17][c:18]3[n:19][cH:20][n:21][c:22]([NH2:25])[c:23]3[n:24]2)[c:8](-[c:10]2[cH:11][cH:12][cH:13][cH:14][cH:15]2)[n:9]1.[CH3:1][O-:2].[CH3:27][OH:28].[Na+:3]>>[CH3:1][O:2][c:5]1[n:6]([CH3:26])[c:7](-[c:16]2[s:17][c:18]3[n:19][cH:20][n:21][c:22]([NH2:25])[c:23]3[n:24]2)[c:8](-[c:10]2[cH:11][cH:12][cH:13][cH:14][cH:15]2)[n:9]1. Product: C(CCC\C=C/C\C=C/C\C=C/C\C=C/CCCCC)N (arachidonyl-amine). As a reaction SMILES: [CH2:1]([N:21]=[N+]=[N-])[CH2:2][CH2:3][CH2:4]/[CH:5]=[CH:6]\[CH2:7]/[CH:8]=[CH:9]\[CH2:10]/[CH:11]=[CH:12]\[CH2:13]/[CH:14]=[CH:15]\[CH2:16][CH2:17][CH2:18][CH2:19][CH3:20].[H-].[H-].[H-].[H-].[Li+].[Al+3].C1COCC1.[F-].[Na+]>CCOCC>[CH2:1]([NH2:21])[CH2:2][CH2:3][CH2:4]/[CH:5]=[CH:6]\[CH2:7]/[CH:8]=[CH:9]\[CH2:10]/[CH:11]=[CH:12]\[CH2:13]/[CH:14]=[CH:15]\[CH2:16][CH2:17][CH2:18][CH2:19][CH3:20] |f:1.2.3.4.5.6,8.9|. The yield is 65.1%. Run in CCOCC (Et2O). Procedure details: To a magnetically stirred solution of 132 mg (0.43 mmol) of arachidonyl azide in 3 mL of Et2O, 4 mL of a 1.0 M LAH solution in THF (4.0 mmol) was added dropwise at room temperature. The reaction mixture was refluxed for 3 h and then it was cooled to ambient temperature. 210 mg (5 mmol) of NaF was added and the reaction was quenched with wet Et2O. The white mixture was filtered and the solvent was evaporated to dryness. Silica gel chromatography (eluents: CH2Cl2/MeOP-up to 50% MeOH), evaporation ... Reactants: C(CCC\C=C/C\C=C/C\C=C/C\C=C/CCCCC)N=[N+]=[N-] (arachidonyl azide), [H-].[H-].[H-].[H-].[Li+].[Al+3] (LAH), C1CCOC1 (THF), [F-].[Na+] (NaF). Reactants: [OH-].[NH4+] (ammonium hydroxide), C(C)(C)(C)OC(=O)NCC1(CC12CCCC2)C(=O)O (1-(tert-butoxycarbonylaminomethyl)-spiro[2.4]heptane-1-carboxylic acid), C=1C=CC2=C(C1)N=NN2O (HOBT), CN1CCOCC1 (4-methylmorpholine), C(CCl)Cl (EDC). The solvent is C1CCOC1 (THF). Reaction conditions: time 3 hour. Yields the product C(C)(C)(C)OC(NCC1(CC12CCCC2)C(N)=O)=O ((1-carbamoyl-spiro[2.4]hept-1-ylmethyl)-carbamic acid tert-butyl ester). Isolated yield 77.6%. As a reaction SMILES: [C:1]([O:5][C:6]([NH:8][CH2:9][C:10]1([C:17]([OH:19])=O)[C:12]2([CH2:16][CH2:15][CH2:14][CH2:13]2)[CH2:11]1)=[O:7])([CH3:4])([CH3:3])[CH3:2].C1C=CC2N(O)N=[N:26]C=2C=1.CN1CCOCC1.C(Cl)CCl.[OH-].[NH4+]>C1COCC1>[C:1]([O:5][C:6](=[O:7])[NH:8][CH2:9][C:10]1([C:17](=[O:19])[NH2:26])[C:12]2([CH2:16][CH2:15][CH2:14][CH2:13]2)[CH2:11]1)([CH3:4])([CH3:3])[CH3:2] |f:4.5|. Reported procedure: To a solution of 1-(tert-butoxycarbonylaminomethyl)-spiro[2.4]heptane-1-carboxylic acid (12.5 g, 46.6 mmol) in THF (450 mL) was added HOBT (6.6 g, 48.9 mmol), 4-methylmorpholine (5.4 mL, 48.9 mmol) and EDC (9.83 g, 51.3 mmol). The reaction mixtured was stirred for 3 hours and then concentrated aqueous ammonium hydroxide (6.3 mL, 93.2 mmol) was added. The reaction mixture was stirred for 48 hours. The solvent was removed under reduced pressure and the residue was partitioned between ethyl acetate... Starting materials: FC(C1=CC=C(OC2=CC=C(OC(C=CC(=O)O)C)C=C2)C=C1)(F)F (4-[4'-(4"-trifluoromethyl-phenoxy)-phenoxy]-2-pentenoic acid), C(C(C)(C)C)(=O)Cl (pivaloyl chloride), diethyl-ethoxy-magnesium malonate, C(CC(=O)OCC)(=O)OCC (diethyl malonate). The product is C(C)OC(C(C(=O)OCC)C(C=CC(C)OC1=CC=C(C=C1)OC1=CC=C(C=C1)C(F)(F)F)=O)=O (diethyl-4-[4'-(4"-trifluoromethyl-phenoxy)-phenoxy]-2-pentenoyl-malonate). Isolated yield 87.0%. As a reaction SMILES: [F:1][C:2]([F:25])([F:24])[C:3]1[CH:23]=[CH:22][C:6]([O:7][C:8]2[CH:21]=[CH:20][C:11]([O:12][CH:13]([CH3:19])[CH:14]=[CH:15][C:16](O)=[O:17])=[CH:10][CH:9]=2)=[CH:5][CH:4]=1.C(Cl)(=O)C(C)(C)C.C([O-])(=O)CC([O-])=O.C(C(CC)(O[Mg+2])C)C.[C:48]([O:56][CH2:57][CH3:58])(=[O:55])[CH2:49][C:50]([O:52][CH2:53][CH3:54])=[O:51]>>[CH2:57]([O:56][C:48](=[O:55])[CH:49]([C:16](=[O:17])[CH:15]=[CH:14][CH:13]([O:12][C:11]1[CH:10]=[CH:9][C:8]([O:7][C:6]2[CH:22]=[CH:23][C:3]([C:2]([F:24])([F:25])[F:1])=[CH:4][CH:5]=2)=[CH:21][CH:20]=1)[CH3:19])[C:50]([O:52][CH2:53][CH3:54])=[O:51])[CH3:58] |f:2.3|. Procedure: One proceeds in an analogous manner to the process disclosed in Example 4 by reacting 4-[4'-(4"-trifluoromethyl-phenoxy)-phenoxy]-2-pentenoic acid at first with 12 g of pivaloyl chloride and thereafter with diethyl-ethoxy-magnesium malonate prepared from 17.6 g of diethyl malonate. The reaction mixture is worked up. 43 g of the viscous oily desired compound are obtained which turns to a faint yellow crystalline product on standing. Mp.: 52°-55° C., yield 87%.